From a dataset of the Open Reaction Database (ORD), a public repository of structured organic reaction records. describe an organic reaction: reactants, conditions, products, and yield Starting materials: Ice water, FC1=C(C=CC(=C1)F)[C@@]1(O[C@H]1C)CN1N=CN=C1 ((2R,3S)-2-(2,4-Difluorophenyl)-3-methyl-2-(1H-1,2,4-triazol-1-yl)methyloxirane), CC=1OC=C(N1)C1=CC=C(C=C1)N1C(NN=C1)=O (4-[4-(2-methyl-4-oxazolyl)phenyl]-3(2H,4H)-1,2,4-triazolone), C([O-])([O-])=O.[K+].[K+] (potassium carbonate), CN1C(CCC1)=O (1-methyl-2-pyrrolidone). The solvent is C(C)(=O)OCC (ethyl acetate), CN(C=O)C (N,N-dimethylformamide). Reaction conditions: temperature 90 celsius, time 20 hour. Yields the product FC1=C(C=CC(=C1)F)[C@]([C@@H](C)N1N=CN(C1=O)C1=CC=C(C=C1)C=1N=C(OC1)C)(CN1N=CN=C1)O (2-[(1R,2R)-2-(2,4-difluorophenyl)-2-hydroxy-1-methyl-3-(1H-1,2,4-triazol-1-yl)propyl]-4-[4-(2-methyl-4-oxazolyl)phenyl]-3(2H,4H)-1,2,4-triazolone). Isolated yield 33.6%. As a reaction SMILES: [F:1][C:2]1[CH:7]=[C:6]([F:8])[CH:5]=[CH:4][C:3]=1[C@@:9]1([CH2:13][N:14]2[CH:18]=[N:17][CH:16]=[N:15]2)[C@H:11]([CH3:12])[O:10]1.[CH3:19][C:20]1[O:21][CH:22]=[C:23]([C:25]2[CH:30]=[CH:29][C:28]([N:31]3[CH:35]=[N:34][NH:33][C:32]3=[O:36])=[CH:27][CH:26]=2)[N:24]=1.C(=O)([O-])[O-].[K+].[K+].CN1CCCC1=O>C(OCC)(=O)C.CN(C)C=O>[F:1][C:2]1[CH:7]=[C:6]([F:8])[CH:5]=[CH:4][C:3]=1[C@@:9]([OH:10])([CH2:13][N:14]1[CH:18]=[N:17][CH:16]=[N:15]1)[C@H:11]([N:33]1[C:32](=[O:36])[N:31]([C:28]2[CH:29]=[CH:30][C:25]([C:23]3[N:24]=[C:20]([CH3:19])[O:21][CH:22]=3)=[CH:26][CH:27]=2)[CH:35]=[N:34]1)[CH3:12] |f:2.3.4|. Procedure details: (2R,3S)-2-(2,4-Difluorophenyl)-3-methyl-2-(1H-1,2,4-triazol-1-yl)methyloxirane (0.50 g), 4-[4-(2-methyl-4-oxazolyl)phenyl]-3(2H,4H)-1,2,4-triazolone (0.56 g) and potassium carbonate (powder: 1.38 g) were added to a mixture of 1-methyl-2-pyrrolidone (5 ml) and N,N-dimethylformamide(4 ml), and the mixture was heated with stirring at 90° C. for 20 hours. After cooling, the reaction solution was diluted with ethyl acetate (40 ml). Ice water (40 ml) was added thereto to separate the ethyl acetate lay... Starting materials: ClCCl, CC(C)(C)OC(=O)NC1c2cccnc2C(CC(=O)N2CCC(n3c(=O)[nH]c4ncccc43)CC2)CCC1c1cccc(F)c1F, O=C(O)C(F)(F)F. Yields the product NC1c2cccnc2C(CC(=O)N2CCC(n3c(=O)[nH]c4ncccc43)CC2)CCC1c1cccc(F)c1F. Reaction SMILES: [CH2:54]([Cl:55])[Cl:56].[F:1][c:2]1[c:3]([CH:9]2[CH:10]([NH:39][C:40](=[O:41])[O:42][C:43]([CH3:44])([CH3:45])[CH3:46])[c:11]3[c:12]([n:13][cH:14][cH:15][cH:16]3)[CH:17]([CH2:20][C:21]([N:22]3[CH2:23][CH2:24][CH:25]([n:28]4[c:29](=[O:37])[nH:30][c:31]5[n:32][cH:33][cH:34][cH:35][c:36]45)[CH2:26][CH2:27]3)=[O:38])[CH2:18][CH2:19]2)[cH:4][cH:5][cH:6][c:7]1[F:8].[F:47][C:48]([F:49])([F:50])[C:51]([OH:52])=[O:53]>>[F:1][c:2]1[c:3]([CH:9]2[CH:10]([NH2:39])[c:11]3[c:12]([n:13][cH:14][cH:15][cH:16]3)[CH:17]([CH2:20][C:21]([N:22]3[CH2:23][CH2:24][CH:25]([n:28]4[c:29](=[O:37])[nH:30][c:31]5[n:32][cH:33][cH:34][cH:35][c:36]45)[CH2:26][CH2:27]3)=[O:38])[CH2:18][CH2:19]2)[cH:4][cH:5][cH:6][c:7]1[F:8].